Dataset: the Open Reaction Database (ORD), a public repository of structured organic reaction records. Task: describe an organic reaction: reactants, conditions, products, and yield The reactants are ClCCCl, COC(=O)C(N)C(C)O, CCN(C(C)C)C(C)C, Cl, CN(C)C=O, On1nnc2ccccc21, O=C(O)c1ccc(Cn2cnc3ccccc32)cc1. Yields the product COC(=O)C(NC(=O)c1ccc(Cn2cnc3ccccc32)cc1)C(C)O. Reaction SMILES: [CH2:20]([Cl:21])[CH2:22][Cl:23].[CH3:44][O:45][C:46]([CH:47]([NH2:48])[CH:49]([OH:50])[CH3:51])=[O:52].[CH:34]([N:35]([CH2:36][CH3:37])[CH:38]([CH3:39])[CH3:40])([CH3:41])[CH3:42].[ClH:43].[O:53]=[CH:54][N:55]([CH3:56])[CH3:57].[OH:24][n:25]1[c:26]2[c:27]([cH:28][cH:29][cH:30][cH:31]2)[n:32][n:33]1.[n:1]1([CH2:10][c:11]2[cH:12][cH:13][c:14]([C:15](=[O:16])[OH:17])[cH:18][cH:19]2)[cH:2][n:3][c:4]2[c:5]1[cH:6][cH:7][cH:8][cH:9]2>>[n:1]1([CH2:10][c:11]2[cH:12][cH:13][c:14]([C:15](=[O:17])[NH:48][CH:47]([C:46]([O:45][CH3:44])=[O:52])[CH:49]([OH:50])[CH3:51])[cH:18][cH:19]2)[cH:2][n:3][c:4]2[c:5]1[cH:6][cH:7][cH:8][cH:9]2. The reactants are C1CN2CCN1CC2, C=CC#N, CCOCC, CCCCCc1cnc(Cl)c(C=O)c1. The product is C=C(C#N)C(O)c1cc(CCCCC)cnc1Cl. Reaction SMILES: [CH2:15]1[N:16]2[CH2:17][CH2:18][N:19]([CH2:20][CH2:21]2)[CH2:22]1.[CH2:23]=[CH:24][C:25]#[N:26].[CH3:27][CH2:28][O:29][CH2:30][CH3:31].[Cl:1][c:2]1[c:3]([CH:4]=[O:5])[cH:6][c:7]([CH2:10][CH2:11][CH2:12][CH2:13][CH3:14])[cH:8][n:9]1>>[Cl:1][c:2]1[c:3]([CH:4]([OH:5])[C:24](=[CH2:23])[C:25]#[N:26])[cH:6][c:7]([CH2:10][CH2:11][CH2:12][CH2:13][CH3:14])[cH:8][n:9]1. The reactants are C1=CC=CC=2C(C3=C(C=CC21)C=CC=C3)=O (5H-dibenzo[a,d]cycloheptene-5-one), [BH4-] (borohydride), Cl (hydrogen chloride), ketone, 5-hydroxy. Product: ClC1C2=C(C=CC3=C1C=CC=C3)C=CC=C2 (5-chloro-5H-dibenzo[a,d]cycloheptene). RXN SMILES: [CH:1]1[C:11]2[CH:10]=[CH:9][C:8]3[CH:12]=[CH:13][CH:14]=[CH:15][C:7]=3[C:6](=O)[C:5]=2[CH:4]=[CH:3][CH:2]=1.[BH4-].[ClH:18]>>[Cl:18][CH:6]1[C:5]2[CH:4]=[CH:3][CH:2]=[CH:1][C:11]=2[CH:10]=[CH:9][C:8]2[CH:12]=[CH:13][CH:14]=[CH:15][C:7]1=2. Procedure: Certain of these prior art methods are described in U.S. Pat. No. 3,372,196 of Edward L. Engelhardt and in a publication of Engelhardt et al., J. Med. Chem., 11, 326-332 (1968). One such typical method begins with 5H-dibenzo[a,d]cycloheptene-5-one and first converts the ketone to the corresponding 5-hydroxy compound by reduction with borohydride followed by treatment with dry hydrogen chloride to produce the corresponding 5-chloro-5H-dibenzo[a,d]cycloheptene. This compound is then coupled with a... The reactants are OBO, CCc1cc(Br)c2ncccc2c1, Clc1ccccc1Cl. Yields the product CCc1cc(-c2ccc(Cl)c(Cl)c2)c2ncccc2c1. As a reaction SMILES: [BH:14]([OH:15])[OH:16].[CH2:1]([CH3:2])[c:3]1[cH:4][c:5]2[cH:6][cH:7][cH:8][n:9][c:10]2[c:11]([Br:13])[cH:12]1.[Cl:17][c:18]1[cH:19][cH:20][cH:21][cH:22][c:23]1[Cl:24]>>[CH2:1]([CH3:2])[c:3]1[cH:4][c:5]2[cH:6][cH:7][cH:8][n:9][c:10]2[c:11](-[c:21]2[cH:20][cH:19][c:18]([Cl:17])[c:23]([Cl:24])[cH:22]2)[cH:12]1. The reactants are O=C([O-])O, C1COCCO1, CNC(=O)Nc1ccc(B2OC(C)(C)C(C)(C)O2)cc1, CO, Cn1ccc(CN2C(=O)C3(C)COCCN3c3nc(Cl)ncc32)n1, [Na+]. Product: CNC(=O)Nc1ccc(-c2ncc3c(n2)N2CCOCC2(C)C(=O)N3Cc2ccn(C)n2)cc1. As a reaction SMILES: [C:45](=[O:46])([OH:47])[O-:48].[CH2:50]1[O:51][CH2:52][CH2:53][O:54][CH2:55]1.[CH3:25][NH:26][C:27](=[O:28])[NH:29][c:30]1[cH:31][cH:32][c:33]([B:36]2[O:37][C:38]([CH3:39])([CH3:40])[C:41]([CH3:42])([CH3:43])[O:44]2)[cH:34][cH:35]1.[CH3:56][OH:57].[Cl:1][c:2]1[n:3][c:4]2[c:9]([cH:10][n:11]1)[N:8]([CH2:12][c:13]1[n:14][n:15]([CH3:18])[cH:16][cH:17]1)[C:7](=[O:19])[C:6]1([CH3:24])[N:5]2[CH2:23][CH2:22][O:21][CH2:20]1.[Na+:49]>>[c:2]1(-[c:33]2[cH:32][cH:31][c:30]([NH:29][C:27]([NH:26][CH3:25])=[O:28])[cH:35][cH:34]2)[n:3][c:4]2[c:9]([cH:10][n:11]1)[N:8]([CH2:12][c:13]1[n:14][n:15]([CH3:18])[cH:16][cH:17]1)[C:7](=[O:19])[C:6]1([CH3:24])[N:5]2[CH2:23][CH2:22][O:21][CH2:20]1. Reactants: CCC1CCC(c2ccc(-c3cnc(-c4cc(F)c(C#N)c(F)c4)nc3)cc2)CC1, CCCCC1CCC(c2ccc(-c3cnc(-c4cc(F)c(C#N)c(F)c4)nc3)cc2)CC1, CCCCCC1CCC(c2ccc(-c3cnc(-c4cc(F)c(C#N)c(F)c4)nc3)cc2)CC1, CCCCCCC1CCC(c2ccc(-c3cnc(-c4cc(F)c(C#N)c(F)c4)nc3)cc2)CC1. Yields the product CC1CCC(c2ccc(-c3cnc(-c4cc(F)c(C#N)c(F)c4)nc3)cc2)CC1. Reaction SMILES: [C:1](#[N:2])[c:3]1[c:4]([F:30])[cH:5][c:6](-[c:10]2[n:11][cH:12][c:13](-[c:16]3[cH:17][cH:18][c:19]([CH:22]4[CH2:23][CH2:24][CH:25]([CH2:28][CH3:29])[CH2:26][CH2:27]4)[cH:20][cH:21]3)[cH:14][n:15]2)[cH:7][c:8]1[F:9].[C:31]([c:32]1[c:33]([F:34])[cH:35][c:36](-[c:37]2[n:38][cH:39][c:40](-[c:41]3[cH:42][cH:43][c:44]([CH:45]4[CH2:46][CH2:47][CH:48]([CH2:49][CH2:50][CH2:51][CH3:52])[CH2:53][CH2:54]4)[cH:55][cH:56]3)[cH:57][n:58]2)[cH:59][c:60]1[F:61])#[N:62].[C:63]([c:64]1[c:65]([F:66])[cH:67][c:68](-[c:69]2[n:70][cH:71][c:72](-[c:73]3[cH:74][cH:75][c:76]([CH:77]4[CH2:78][CH2:79][CH:80]([CH2:81][CH2:82][CH2:83][CH2:84][CH3:85])[CH2:86][CH2:87]4)[cH:88][cH:89]3)[cH:90][n:91]2)[cH:92][c:93]1[F:94])#[N:95].[C:96]([c:97]1[c:98]([F:99])[cH:100][c:101](-[c:102]2[n:103][cH:104][c:105](-[c:106]3[cH:107][cH:108][c:109]([CH:110]4[CH2:111][CH2:112][CH:113]([CH2:114][CH2:115][CH2:116][CH2:117][CH2:118][CH3:119])[CH2:120][CH2:121]4)[cH:122][cH:123]3)[cH:124][n:125]2)[cH:126][c:127]1[F:128])#[N:129]>>[C:1](#[N:2])[c:3]1[c:4]([F:30])[cH:5][c:6](-[c:10]2[n:11][cH:12][c:13](-[c:16]3[cH:17][cH:18][c:19]([CH:22]4[CH2:23][CH2:24][CH:25]([CH3:28])[CH2:26][CH2:27]4)[cH:20][cH:21]3)[cH:14][n:15]2)[cH:7][c:8]1[F:9]. The product is O=C(O)CCc1cccc(OCc2nc(-c3ccccc3)c(-c3ccccc3)o2)c1. Reactants: CO, [Na+], [OH-], COC(=O)CCc1cccc(OCc2nc(-c3ccccc3)c(-c3ccccc3)o2)c1. RXN SMILES: [CH3:34][OH:35].[Na+:33].[OH-:32].[c:1]1(-[c:7]2[n:8][c:9]([CH2:18][O:19][c:20]3[cH:21][c:22]([CH2:26][CH2:27][C:28](=[O:29])[O:30][CH3:31])[cH:23][cH:24][cH:25]3)[o:10][c:11]2-[c:12]2[cH:13][cH:14][cH:15][cH:16][cH:17]2)[cH:2][cH:3][cH:4][cH:5][cH:6]1>>[c:1]1(-[c:7]2[n:8][c:9]([CH2:18][O:19][c:20]3[cH:21][c:22]([CH2:26][CH2:27][C:28](=[O:29])[OH:30])[cH:23][cH:24][cH:25]3)[o:10][c:11]2-[c:12]2[cH:13][cH:14][cH:15][cH:16][cH:17]2)[cH:2][cH:3][cH:4][cH:5][cH:6]1. The reactants are COC1=CC(=NC=C1)CCC (4-methoxy-2-n-propylpyridine), COC1=CC=C(C(CBr)=O)C=C1 (4-methoxyphenacylbromide). Run in CC(=O)C (acetone). Product: [Br-].COC1=CC(=[N+](C=C1)CC(=O)C1=CC=C(C=C1)OC)CCC (4-methoxy-1-(4-methoxyphenacyl)-2-n-propylpyridinium bromide). Yield: 91.0%. RXN SMILES: [CH3:1][O:2][C:3]1[CH:8]=[CH:7][N:6]=[C:5]([CH2:9][CH2:10][CH3:11])[CH:4]=1.[CH3:12][O:13][C:14]1[CH:23]=[CH:22][C:17]([C:18](=[O:21])[CH2:19][Br:20])=[CH:16][CH:15]=1>CC(C)=O>[Br-:20].[CH3:1][O:2][C:3]1[CH:8]=[CH:7][N+:6]([CH2:19][C:18]([C:17]2[CH:22]=[CH:23][C:14]([O:13][CH3:12])=[CH:15][CH:16]=2)=[O:21])=[C:5]([CH2:9][CH2:10][CH3:11])[CH:4]=1 |f:3.4|. Reported procedure: A solution of 4-methoxy-2-n-propylpyridine (45.7 g, 0.3 mol) and 4-methoxyphenacylbromide (69.2 g, 0.3 mol) in 400 ml of dry acetone was heated to reflux for eight hours. The mixture was cooled and the precipitate was isolated and dried to afford 103.8 g (90%) of 4-methoxy-1-(4-methoxyphenacyl)-2-n-propylpyridinium bromide. The quaternary salt (103.8 g) was suspended in 480 ml of water and sodium hydrogen carbonate (102.0 g) was added. The mixture was refluxed for two hours. The resulting precip...